From a dataset of the Open Reaction Database (ORD), a public repository of structured organic reaction records. describe an organic reaction: reactants, conditions, products, and yield Reactants: CCOC(=O)/N=N/C(=O)OCC (DEAD), OC1=CC=C(C(=O)OCC2=CC=CC=C2)C=C1 (benzyl 4-hydroxybenzoate), C1(=CC=CC=C1)P(C1=CC=CC=C1)C1=CC=CC=C1 (triphenylphosphine), C(C)OC(=O)C1CCC(CC1)O (4-hydroxy-cyclohexanecarboxylic acid ethyl ester). The solvent is C1CCOC1 (THF). Run at temperature 0 celsius, time 16 hour. Product: C(C1=CC=CC=C1)OC(C1=CC=C(C=C1)OC1CCC(CC1)C(=O)OCC)=O (4-(4-ethoxycarbonyl-cyclohexyloxy)-benzoic acid benzyl ester). The yield is 21.5%. Reaction SMILES: [OH:1][C:2]1[CH:17]=[CH:16][C:5]([C:6]([O:8][CH2:9][C:10]2[CH:15]=[CH:14][CH:13]=[CH:12][CH:11]=2)=[O:7])=[CH:4][CH:3]=1.C1(P(C2C=CC=CC=2)C2C=CC=CC=2)C=CC=CC=1.[CH2:37]([O:39][C:40]([CH:42]1[CH2:47][CH2:46][CH:45](O)[CH2:44][CH2:43]1)=[O:41])[CH3:38].CCOC(/N=N/C(OCC)=O)=O>C1COCC1>[CH2:9]([O:8][C:6](=[O:7])[C:5]1[CH:16]=[CH:17][C:2]([O:1][CH:45]2[CH2:46][CH2:47][CH:42]([C:40]([O:39][CH2:37][CH3:38])=[O:41])[CH2:43][CH2:44]2)=[CH:3][CH:4]=1)[C:10]1[CH:15]=[CH:14][CH:13]=[CH:12][CH:11]=1. Procedure: To a solution of benzyl 4-hydroxybenzoate (50 g, 0.22 mol) and triphenylphosphine (63.2 g, 0.241 mol) dissolved in THF (800 mL) was added 4-hydroxy-cyclohexanecarboxylic acid ethyl ester (35.3 mL, 0.22 mol). The reaction mixture was cooled on an ice bath and DEAD (38 ml, 0.241 mol) was added dropwise maintaining the temperature at 0° C. The resulting mixture was allowed slowly to reach room temperature and stirred for 16 hrs. at this temperature. The volume was reduced to app. 250 mL by evaporat... The reactants are CC(C)(C)OC(=O)N1CC2CCC(C1)N2c1ccc(C#N)cn1, CCO, Cl, NO, [Na+], [Na+], O=C([O-])[O-], O. Product: CC(C)(C)OC(=O)N1CC2CCC(C1)N2c1ccc(C(=N)NO)cn1. Reaction SMILES: [C:1](#[N:2])[c:3]1[cH:4][cH:5][c:6]([N:9]2[CH:10]3[CH2:11][N:12]([C:17](=[O:18])[O:19][C:20]([CH3:21])([CH3:22])[CH3:23])[CH2:13][CH:14]2[CH2:15][CH2:16]3)[n:7][cH:8]1.[CH3:33][CH2:34][OH:35].[ClH:24].[NH2:25][OH:26].[Na+:27].[Na+:28].[O-:29][C:30](=[O:31])[O-:32].[OH2:36]>>[C:1](=[NH:2])([c:3]1[cH:4][cH:5][c:6]([N:9]2[CH:10]3[CH2:11][N:12]([C:17](=[O:18])[O:19][C:20]([CH3:21])([CH3:22])[CH3:23])[CH2:13][CH:14]2[CH2:15][CH2:16]3)[n:7][cH:8]1)[NH:25][OH:26]. Reactants: CC1=C(NC2=NC=NC(=C2)Cl)C=C(C=C1)NC(C1=CC(=CC=C1)N1CCOCC1)=O (4-[2-methyl-5-(3-morpholinobenzamido)anilino]-6-chloropyrimidine), C(=O)[O-].[NH4+] (ammonium formate), resultant mixture. The reagents and catalysts are [Pd] (Palladium-on-carbon). Solvent: C(C)O (ethanol). Product: CC1=C(NC2=NC=NC=C2)C=C(C=C1)NC(C1=CC(=CC=C1)N1CCOCC1)=O (4-[2-Methyl-5-(3-morpholinobenzamido)anilino]pyrimidine). Yield: 93.4%. As a reaction SMILES: [CH3:1][C:2]1[CH:15]=[CH:14][C:13]([NH:16][C:17](=[O:30])[C:18]2[CH:23]=[CH:22][CH:21]=[C:20]([N:24]3[CH2:29][CH2:28][O:27][CH2:26][CH2:25]3)[CH:19]=2)=[CH:12][C:3]=1[NH:4][C:5]1[CH:10]=[C:9](Cl)[N:8]=[CH:7][N:6]=1.C([O-])=O.[NH4+]>[Pd].C(O)C>[CH3:1][C:2]1[CH:15]=[CH:14][C:13]([NH:16][C:17](=[O:30])[C:18]2[CH:23]=[CH:22][CH:21]=[C:20]([N:24]3[CH2:29][CH2:28][O:27][CH2:26][CH2:25]3)[CH:19]=2)=[CH:12][C:3]=1[NH:4][C:5]1[CH:10]=[CH:9][N:8]=[CH:7][N:6]=1 |f:1.2|. Procedure: 10% Palladium-on-carbon (0.02 g) was added to a mixture of 4-[2-methyl-5-(3-morpholinobenzamido)anilino]-6-chloropyrimidine (0.169 g), ammonium formate (0.165 g) and ethanol (5 ml) and the resultant mixture was stirred and heated to reflux for 18 hours. The catalyst was removed by filtration and the filtrate was evaporated. The residue was partitioned between methylene chloride and water and the organic phase was washed with brine, dried over sodium sulphate and evaporated. There was thus obtain... Starting materials: HCl-salt, CN1C2CN(C(C1)C2)C2=CC=C(C1=CC=CC=C21)N (4-(5-methyl-2,5-diazabicyclo[2,2,1]hept-2-yl)-1-naphtylamine), N1=CC=CC=C1 (pyridine), CC1=CC=C(C=C1)S(=O)(=O)Cl (4-methylbenzenesulfonyl chloride). Run in C(Cl)Cl (CH2Cl2), C(Cl)Cl (CH2Cl2). Run at time 16 hour. Yields the product Cl.CC1=CC=C(C=C1)S(=O)(=O)NC1=CC=C(C2=CC=CC=C12)N1C2CN(C(C1)C2)C (4-Methyl-N-[4-(5-methyl-2,5-diazabicyclo[2,2,1]hept-2-yl]-naphtyl]benzenesulfonamide, hydrochloride). As a reaction SMILES: [CH3:1][N:2]1[CH2:7][CH:6]2[CH2:8][CH:3]1[CH2:4][N:5]2[C:9]1[C:18]2[C:13](=[CH:14][CH:15]=[CH:16][CH:17]=2)[C:12]([NH2:19])=[CH:11][CH:10]=1.N1C=CC=CC=1.[CH3:26][C:27]1[CH:32]=[CH:31][C:30]([S:33]([Cl:36])(=[O:35])=[O:34])=[CH:29][CH:28]=1>C(Cl)Cl>[ClH:36].[CH3:26][C:27]1[CH:32]=[CH:31][C:30]([S:33]([NH:19][C:12]2[C:13]3[C:18](=[CH:17][CH:16]=[CH:15][CH:14]=3)[C:9]([N:5]3[CH2:4][CH:3]4[CH2:8][CH:6]3[CH2:7][N:2]4[CH3:1])=[CH:10][CH:11]=2)(=[O:35])=[O:34])=[CH:29][CH:28]=1 |f:4.5|. Reported procedure: To a solution of 4-(5-methyl-2,5-diazabicyclo[2,2,1]hept-2-yl)-1-naphtylamine (0.210 g, 0.829 mmol) (prepared according to methods A and B), pyridine (468 μL, 5.80 mmol) in CH2Cl2 (3.0 mL) was added 4-methylbenzenesulfonyl chloride (0.158 g, 0.829 mmol) in CH2Cl2 (1.0 mL). The solution was stirred at room temperature for 16 hours and then concentrated. The crude product was purified via column chromatography (SiO2, CHCl3→CHCl3/MeOH/NH3 9:1:0.4%) to give the pure base which was converted to its H... As a reaction SMILES: [CH3:18][O:19][c:20]1[cH:21][c:22]([C:23](=[O:24])[Cl:25])[cH:26][cH:27][cH:28]1.[CH3:1][O:2][c:3]1[cH:4][c:5](-[c:11]2[c:12]([NH2:17])[c:13]([CH3:16])[n:14][nH:15]2)[cH:6][cH:7][c:8]1[O:9][CH3:10]>>[CH3:1][O:2][c:3]1[cH:4][c:5](-[c:11]2[c:12]([NH:17][C:23]([c:22]3[cH:21][c:20]([O:19][CH3:18])[cH:28][cH:27][cH:26]3)=[O:24])[c:13]([CH3:16])[n:14][nH:15]2)[cH:6][cH:7][c:8]1[O:9][CH3:10]. Reactants: COc1cccc(C(=O)Cl)c1, COc1ccc(-c2[nH]nc(C)c2N)cc1OC. Product: COc1cccc(C(=O)Nc2c(C)n[nH]c2-c2ccc(OC)c(OC)c2)c1. Reactants: p-TosOH, O1CCOC12CCC(CC2)NS(=O)(=O)C2=C(SC(=C2)Cl)Cl (2,5-dichloro-thiophene-3-sulfonic acid-(1,4-dioxa-spiro[4.5]dec-8-yl)-amide), C(Cl)Cl (CH2Cl2), [OH-].[Na+] (NaOH), [Na+].[Cl-] (NaCl). Run in CC(=O)C (acetone), O (water), O (H2O). Conditions: time 6 hour. Yields the product O=C1CCC(CC1)NS(=O)(=O)C1=C(SC(=C1)Cl)Cl (2,5-dichloro-thiophene-3-sulfonic acid (4-oxo-cyclohexyl)-amide). The yield is 80.5%. As a reaction SMILES: O1[C:5]2([CH2:10][CH2:9][CH:8]([NH:11][S:12]([C:15]3[CH:19]=[C:18]([Cl:20])[S:17][C:16]=3[Cl:21])(=[O:14])=[O:13])[CH2:7][CH2:6]2)[O:4]CC1.[OH-].[Na+].[Na+].[Cl-].C(Cl)Cl>CC(C)=O.O>[O:4]=[C:5]1[CH2:6][CH2:7][CH:8]([NH:11][S:12]([C:15]2[CH:19]=[C:18]([Cl:20])[S:17][C:16]=2[Cl:21])(=[O:14])=[O:13])[CH2:9][CH2:10]1 |f:1.2,3.4|. Reported procedure: p-TosOH×H2O 4 g (21.0 mmol) was added to a solution of 2,5-dichloro-thiophene-3-sulfonic acid-(1,4-dioxa-spiro[4.5]dec-8-yl)-amide 894 mg (2.40 mmol) in acetone (10 ml) and water (1 ml) and stirring was performed for 6 h at RT. After addition of aqueous 1M NaOH (100 ml) and aqueous saturated NaCl solution (100 ml), extraction was performed with CH2Cl2 (3×200 ml). After separation of the organic phases, drying over Na2SO4 and filtration, the solvent was removed by distillation. After purification...